Task: describe an organic reaction: reactants, conditions, products, and yield. Dataset: the Open Reaction Database (ORD), a public repository of structured organic reaction records The reactants are C(C)OC(C(CC1=C(C=C(C=C1)O)C)OCC)=O ([rac]-2-ethoxy-3-(4-hydroxy-2-methyl-phenyl)-propionic acid ethyl ester), O=P(Cl)(Cl)Cl (POCl3), C([O-])([O-])=O.[Cs+].[Cs+] (cesium carbonate), ClCC=1N=C(OC1C)C1=CC(=C(C=C1)F)C (4-chloromethyl-2-(4-fluoro-3-methyl-phenyl)-5-methyl-oxazole), FC1=C(C=C(C=O)C=C1)C (4-fluoro-3-methyl-benzaldehyde), [I-].[K+] (potassium iodide). The product is C(C)OC(C(CC1=C(C=C(C=C1)OCC=1N=C(OC1C)C1=CC(=C(C=C1)F)C)C)OCC)=O ([rac]-2-ethoxy-3-{4-[2-(4-fluoro-3-methyl-phenyl)-5-methyl-oxazol-4-ylmethoxy]-2-methyl-phenyl}-propionic acid ethyl ester). As a reaction SMILES: [CH2:1]([O:3][C:4](=[O:18])[CH:5]([O:15][CH2:16][CH3:17])[CH2:6][C:7]1[CH:12]=[CH:11][C:10]([OH:13])=[CH:9][C:8]=1[CH3:14])[CH3:2].Cl[CH2:20][C:21]1[N:22]=[C:23]([C:27]2[CH:32]=[CH:31][C:30]([F:33])=[C:29]([CH3:34])[CH:28]=2)[O:24][C:25]=1[CH3:26].FC1C=CC(C=O)=CC=1C.O=P(Cl)(Cl)Cl.C(=O)([O-])[O-].[Cs+].[Cs+].[I-].[K+]>>[CH2:1]([O:3][C:4](=[O:18])[CH:5]([O:15][CH2:16][CH3:17])[CH2:6][C:7]1[CH:12]=[CH:11][C:10]([O:13][CH2:20][C:21]2[N:22]=[C:23]([C:27]3[CH:32]=[CH:31][C:30]([F:33])=[C:29]([CH3:34])[CH:28]=3)[O:24][C:25]=2[CH3:26])=[CH:9][C:8]=1[CH3:14])[CH3:2] |f:4.5.6,7.8|. Procedure details: In analogy to the procedure described in example 144 a], [rac]-2-ethoxy-3-(4-hydroxy-2-methyl-phenyl)-propionic acid ethyl ester (example 129 c]) was reacted with 4-chloromethyl-2-(4-fluoro-3-methyl-phenyl)-5-methyl-oxazole (prepared from 4-fluoro-3-methyl-benzaldehyde and diacetyl monoxyme followed by treatment with POCl3 in analogy to the procedures described in examples 21 a] and b]) in the presence of cesium carbonate and potassium iodide to yield [rac]-2-ethoxy-3-{4-[2-(4-fluoro-3-methyl-ph...